describe an organic reaction: reactants, conditions, products, and yield From a dataset of the Open Reaction Database (ORD), a public repository of structured organic reaction records. The reactants are C1(=CC=CC=C1)NC1=CC=C(C=N1)CO (6-phenylamino-3-pyridinemethanol), Cl.NCCS (2-aminoethanethiol hydrochloride). Yields the product C1(=CC=CC=C1)NC1=CC=C(C=N1)CSCCN (2-[[[6-(phenylamino)-3-pyridinyl]methyl]thio]ethylamine). As a reaction SMILES: [C:1]1([NH:7][C:8]2[N:13]=[CH:12][C:11]([CH2:14]O)=[CH:10][CH:9]=2)[CH:6]=[CH:5][CH:4]=[CH:3][CH:2]=1.Cl.[NH2:17][CH2:18][CH2:19][SH:20]>>[C:1]1([NH:7][C:8]2[N:13]=[CH:12][C:11]([CH2:14][S:20][CH2:19][CH2:18][NH2:17])=[CH:10][CH:9]=2)[CH:6]=[CH:5][CH:4]=[CH:3][CH:2]=1 |f:1.2|. Reported procedure: Following the procedure given in part C of Example 3, the title compound was prepared from 6-phenylamino-3-pyridinemethanol and 2-aminoethanethiol hydrochloride. Reactants: CCC(CC)(c1ccc(CCC(O)C(C)(C)C)c(C)c1)c1ccc(-c2cc(O)cc(CC(=O)OC)c2)c(C)c1, CO, Cl, [Na+], [OH-]. Product: CCC(CC)(c1ccc(CCC(O)C(C)(C)C)c(C)c1)c1ccc(-c2cc(O)cc(CC(=O)O)c2)c(C)c1. RXN SMILES: [CH3:3][O:4][C:5]([CH2:6][c:7]1[cH:8][c:9](-[c:14]2[c:15]([CH3:40])[cH:16][c:17]([C:20]([CH2:21][CH3:22])([c:23]3[cH:24][c:25]([CH3:37])[c:26]([CH2:29][CH2:30][CH:31]([C:32]([CH3:33])([CH3:34])[CH3:35])[OH:36])[cH:27][cH:28]3)[CH2:38][CH3:39])[cH:18][cH:19]2)[cH:10][c:11]([OH:13])[cH:12]1)=[O:41].[CH3:43][OH:44].[ClH:42].[Na+:2].[OH-:1]>>[O:4]=[C:5]([CH2:6][c:7]1[cH:8][c:9](-[c:14]2[c:15]([CH3:40])[cH:16][c:17]([C:20]([CH2:21][CH3:22])([c:23]3[cH:24][c:25]([CH3:37])[c:26]([CH2:29][CH2:30][CH:31]([C:32]([CH3:33])([CH3:34])[CH3:35])[OH:36])[cH:27][cH:28]3)[CH2:38][CH3:39])[cH:18][cH:19]2)[cH:10][c:11]([OH:13])[cH:12]1)[OH:41]. Starting materials: C(C)(C)(C)NC(=O)N1N=C(C2=CC(=CC=C12)C(F)(F)F)NCC(NC1CN(C1)C1CCC(CC1)C#N)=O (3-({[1-(4-Cyano-cyclohexyl)-azetidin-3-ylcarbamoyl]-methyl}-amino)-5-trifluoromethyl-indazole-1-carboxylic acid tert-butylamide), C(=O)(C(F)(F)F)O (TFA). Yields the product C(#N)C1CCC(CC1)N1CC(C1)NC(=O)CNC1=NN(C2=CC=C(C=C12)C(F)(F)F)C(=O)N (3-({[1-(4-Cyano-cyclohexyl)-azetidin-3-ylcarbamoyl]-methyl}-amino)-5-trifluoromethyl-indazole-1-carboxylic acid amide). RXN SMILES: C([NH:5][C:6]([N:8]1[C:16]2[C:11](=[CH:12][C:13]([C:17]([F:20])([F:19])[F:18])=[CH:14][CH:15]=2)[C:10]([NH:21][CH2:22][C:23](=[O:37])[NH:24][CH:25]2[CH2:28][N:27]([CH:29]3[CH2:34][CH2:33][CH:32]([C:35]#[N:36])[CH2:31][CH2:30]3)[CH2:26]2)=[N:9]1)=[O:7])(C)(C)C.C(O)(C(F)(F)F)=O>>[C:35]([CH:32]1[CH2:33][CH2:34][CH:29]([N:27]2[CH2:26][CH:25]([NH:24][C:23]([CH2:22][NH:21][C:10]3[C:11]4[C:16](=[CH:15][CH:14]=[C:13]([C:17]([F:20])([F:19])[F:18])[CH:12]=4)[N:8]([C:6]([NH2:5])=[O:7])[N:9]=3)=[O:37])[CH2:28]2)[CH2:30][CH2:31]1)#[N:36]. Procedure: The title compound was prepared as a white solid from de-protection of 3-({[1-(4-cyano-cyclohexyl)-azetidin-3-ylcarbamoyl]-methyl}-amino)-5-trifluoromethyl-indazole-1-carboxylic acid tert-butylamide (as prepared in Example 86) with TFA using the procedure described in Example 81. Starting materials: polyphosphoric acid, COC1=C(C=CC=C1)OC (1,2-dimethoxybenzene), COC=1C=C(C(=O)O)C=CC1OC (3,4-dimethoxybenzoic acid). Solvent: O (water). Product: COC=1C=C(C(=O)C2=CC(=C(C=C2)OC)OC)C=CC1OC (3,3',4,4'-tetramethoxybenzophenone). RXN SMILES: [CH3:1][O:2][C:3]1[CH:8]=[CH:7][CH:6]=[CH:5][C:4]=1[O:9][CH3:10].[CH3:11][O:12][C:13]1[CH:14]=[C:15]([CH:19]=[CH:20][C:21]=1[O:22][CH3:23])[C:16](O)=[O:17]>O>[CH3:1][O:2][C:3]1[CH:8]=[C:7]([CH:6]=[CH:5][C:4]=1[O:9][CH3:10])[C:16]([C:15]1[CH:19]=[CH:20][C:21]([O:22][CH3:23])=[C:13]([O:12][CH3:11])[CH:14]=1)=[O:17]. Procedure: Surprisingly, it has been found that when polyphosphoric acid is used as the catalyst, 1,2-dimethoxybenzene (veratrole) can be acylated directly using 3,4-dimethoxybenzoic acid (veratric acid). The advantages of this reaction are the ready availability of the starting materials coupled with a high yield and very simple product isolation. After water has been added, the 3,3',4,4'-tetramethoxybenzophenone can be isolated by simple filtration. Reactants: C(=O)C1=CC=C(C=C1)C(C)NC(=O)C1=COC(=C1)CN(C)S(=O)(=O)C1=C(C=C(C=C1C)OC)C (N-[1-(4-formylphenyl)ethyl]-5-({[(4-methoxy-2,6-dimethylphenyl)sulfonyl](methyl)amino}methyl)furan-3-carboxamide), ClCCCl (DCE), OC1CNCC1 (3-hydroxypyrrolidine), CC(=O)O (AcOH). Solvent: C(Cl)Cl (DCM). Yields the product OC1CN(CC1)CC1=CC=C(C=C1)C(C)NC(=O)C1=COC(=C1)CN(C)S(=O)(=O)C1=C(C=C(C=C1C)OC)C (N-(1-{4-[(3-Hydroxypyrrolidin-1-yl)methyl]phenyl}ethyl)-5-({[(4-methoxy-2,6-dimethylphenyl)sulfonyl](methyl)amino}methyl)furan-3-carboxamide). RXN SMILES: [CH:1]([C:3]1[CH:8]=[CH:7][C:6]([CH:9]([NH:11][C:12]([C:14]2[CH:18]=[C:17]([CH2:19][N:20]([S:22]([C:25]3[C:30]([CH3:31])=[CH:29][C:28]([O:32][CH3:33])=[CH:27][C:26]=3[CH3:34])(=[O:24])=[O:23])[CH3:21])[O:16][CH:15]=2)=[O:13])[CH3:10])=[CH:5][CH:4]=1)=O.[OH:35][CH:36]1[CH2:40][CH2:39][NH:38][CH2:37]1.CC(O)=O.ClCCCl>C(Cl)Cl>[OH:35][CH:36]1[CH2:40][CH2:39][N:38]([CH2:1][C:3]2[CH:4]=[CH:5][C:6]([CH:9]([NH:11][C:12]([C:14]3[CH:18]=[C:17]([CH2:19][N:20]([S:22]([C:25]4[C:30]([CH3:31])=[CH:29][C:28]([O:32][CH3:33])=[CH:27][C:26]=4[CH3:34])(=[O:24])=[O:23])[CH3:21])[O:16][CH:15]=3)=[O:13])[CH3:10])=[CH:7][CH:8]=2)[CH2:37]1. Reported procedure: The title compound was prepared according to general procedure BF using N-[1-(4-formylphenyl)ethyl]-5-({[(4-methoxy-2,6-dimethylphenyl)sulfonyl](methyl)amino}methyl)furan-3-carboxamide (39 mg, 0.08 mmol), 3-hydroxypyrrolidine (8.7 mg, 0.1 mmol), AcOH (7 mg, 0.12 mmol), STAB (34 mg, 0.16 mmol) and DCE (1 mL). The reaction was diluted with DCM (1 mL) and washed with saturated aqueous NaHCO3 solution (5 mL). The organic phase was dried over Na2SO4 and the solvent removed in vacuo. The crude product...